This data is from the Open Reaction Database (ORD), a public repository of structured organic reaction records. The task is: describe an organic reaction: reactants, conditions, products, and yield The reactants are Cc1cc(F)ccc1C(CCO)CN(C)C(=O)c1cc(C#N)cc2c1CCCC2, ClCCl, [Na+], [Na+], [Na+], O=C([O-])O, O=S([O-])([O-])=S. The product is Cc1cc(F)ccc1C(CC=O)CN(C)C(=O)c1cc(C#N)cc2c1CCCC2. RXN SMILES: [C:1](#[N:2])[c:3]1[cH:4][c:5]([C:13](=[O:14])[N:15]([CH3:16])[CH2:17][CH:18]([CH2:19][CH2:20][OH:21])[c:22]2[c:23]([CH3:29])[cH:24][c:25]([F:28])[cH:26][cH:27]2)[c:6]2[c:11]([cH:12]1)[CH2:10][CH2:9][CH2:8][CH2:7]2.[Cl:37][CH2:38][Cl:39].[Na+:35].[Na+:36].[Na+:44].[O-:40][C:41]([OH:42])=[O:43].[S:30]([O-:31])([O-:32])(=[O:33])=[S:34]>>[C:1](#[N:2])[c:3]1[cH:4][c:5]([C:13](=[O:14])[N:15]([CH3:16])[CH2:17][CH:18]([CH2:19][CH:20]=[O:21])[c:22]2[c:23]([CH3:29])[cH:24][c:25]([F:28])[cH:26][cH:27]2)[c:6]2[c:11]([cH:12]1)[CH2:10][CH2:9][CH2:8][CH2:7]2. Starting materials: COC([C@H](CC1=CC=C(C=C1)C1=CC=C(C=C1)C#N)NC(=O)C1NCC=2C=C3C(=CC2C1)OC[C@@H](O3)C3=CC=C(C=C3)OCC3=CC(=C(C=C3)Cl)Cl)=O ((S)-3-(4′-Cyano-biphenyl-4-yl)-2-({(S)-3-[4-(3,4-dichloro-benzyloxy)-phenyl]-2,3,6,7,8,9-hexahydro-[1,4]dioxino[2,3-g]isoquinoline-8-carbonyl}-amino)-propionic acid methyl ester), C(C)(=O)NC1=CC(=C(C=C1)S(=O)(=O)Cl)C (4-acetylamino-2-methyl-benzenesulfonyl chloride). Product: COC([C@H](CC1=CC=C(C=C1)C1=CC=C(C=C1)C#N)NC(=O)C1N(CC=2C=C3C(=CC2C1)OC[C@@H](O3)C3=CC=C(C=C3)OCC3=CC(=C(C=C3)Cl)Cl)S(=O)(=O)C3=C(C=C(C=C3)NC(C)=O)C)=O ((S)-2-({(S)-7-(4-acetylamino-2-methyl-benzenesulfonyl)-3-[4-(3,4-dichloro-benzyloxy)-phenyl]-2,3,6,7,8,9-hexahydro-[1,4]dioxino[2,3-g]isoquinoline-8-carbonyl}-amino)-3-(4′-cyano-biphenyl-4-yl)-propionic acid methyl ester). Reaction SMILES: [CH3:1][O:2][C:3](=[O:53])[C@@H:4]([NH:20][C:21]([CH:23]1[CH2:32][C:31]2[CH:30]=[C:29]3[O:33][CH2:34][C@H:35]([C:37]4[CH:42]=[CH:41][C:40]([O:43][CH2:44][C:45]5[CH:50]=[CH:49][C:48]([Cl:51])=[C:47]([Cl:52])[CH:46]=5)=[CH:39][CH:38]=4)[O:36][C:28]3=[CH:27][C:26]=2[CH2:25][NH:24]1)=[O:22])[CH2:5][C:6]1[CH:11]=[CH:10][C:9]([C:12]2[CH:17]=[CH:16][C:15]([C:18]#[N:19])=[CH:14][CH:13]=2)=[CH:8][CH:7]=1.[C:54]([NH:57][C:58]1[CH:63]=[CH:62][C:61]([S:64](Cl)(=[O:66])=[O:65])=[C:60]([CH3:68])[CH:59]=1)(=[O:56])[CH3:55]>>[CH3:1][O:2][C:3](=[O:53])[C@@H:4]([NH:20][C:21]([CH:23]1[CH2:32][C:31]2[CH:30]=[C:29]3[O:33][CH2:34][C@H:35]([C:37]4[CH:42]=[CH:41][C:40]([O:43][CH2:44][C:45]5[CH:50]=[CH:49][C:48]([Cl:51])=[C:47]([Cl:52])[CH:46]=5)=[CH:39][CH:38]=4)[O:36][C:28]3=[CH:27][C:26]=2[CH2:25][N:24]1[S:64]([C:61]1[CH:62]=[CH:63][C:58]([NH:57][C:54](=[O:56])[CH3:55])=[CH:59][C:60]=1[CH3:68])(=[O:66])=[O:65])=[O:22])[CH2:5][C:6]1[CH:11]=[CH:10][C:9]([C:12]2[CH:13]=[CH:14][C:15]([C:18]#[N:19])=[CH:16][CH:17]=2)=[CH:8][CH:7]=1. Reported procedure: (S)-3-(4′-Cyano-biphenyl-4-yl)-2-({(S)-3-[4-(3,4-dichloro-benzyloxy)-phenyl]-2,3,6,7,8,9-hexahydro-[1,4]dioxino[2,3-g]isoquinoline-8-carbonyl}-amino)-propionic acid methyl ester (20 mg) was reacted with 4-acetylamino-2-methyl-benzenesulfonyl chloride to give (S)-2-({(S)-7-(4-acetylamino-2-methyl-benzenesulfonyl)-3-[4-(3,4-dichloro-benzyloxy)-phenyl]-2,3,6,7,8,9-hexahydro-[1,4]dioxino[2,3-g]isoquinoline-8-carbonyl}-amino)-3-(4′-cyano-biphenyl-4-yl)-propionic acid methyl ester according to General... Reactants: C1(=CC=CC=C1)C(=O)C=1C=NC=CC1 (phenyl-3-pyridyl ketone), [BH4-].[Na+] (sodium borohydride). The solvent is CO (methanol). Run at time 72 hour. Yields the product N1=CC(=CC=C1)C(O)C1=CC=CC=C1 (3-pyridylphenylcarbinol). RXN SMILES: [C:1]1([C:7]([C:9]2[CH:10]=[N:11][CH:12]=[CH:13][CH:14]=2)=[O:8])[CH:6]=[CH:5][CH:4]=[CH:3][CH:2]=1.[BH4-].[Na+]>CO>[N:11]1[CH:12]=[CH:13][CH:14]=[C:9]([CH:7]([C:1]2[CH:6]=[CH:5][CH:4]=[CH:3][CH:2]=2)[OH:8])[CH:10]=1 |f:1.2|. Procedure: 50.0 gms of phenyl-3-pyridyl ketone was added to 650 ml of methanol and the system was then cooled to 0° to 5° C. After cooling, 15.5 gms of sodium borohydride was added in 3 parts. After addition, the system was allowed to come to room temperature. The system was then refluxed for 1 hour and stirred for an additional 72 hours at room temperature. The methanol was removed by stripping. Afterwards, 575 ml of 5% HCl solution was added to the residue and the system refluxed for 15 minutes. The acid... Procedure details: 15 grams of rutin are dissolved in 60 cc of dimethylformamide. After addition of 100 cc of acetone, 15 cc of methyl chloroformate are added dropwise while agitating the mixture. Since the reaction is exothermic, the mixture is maintained at ambient temperature with cooling. At the end of 6 hours, the mixture is evaporated under vacuum. The residue is taken up in 500 cc of water. The solution is extracted with ether. The residual aqueous phase is extracted with ethyl acetate. After evaporation of... The product is C[C@H]1[C@@H]([C@H]([C@H]([C@@H](O1)OC[C@@H]2[C@H]([C@@H]([C@H]([C@@H](O2)OC3=C(OC=4C=C(C=C(C4C3=O)O)O)C=5C=CC(=C(C5)O)O)O)O)O)O)O)O.[CH2-]C(=O)C (rutin acetonide). Reaction SMILES: [CH3:1][C@@H:2]1[O:7][C@@H:6]([O:8][CH2:9][C@H:10]2[O:15][C@@H:14]([O:16][C:17]3[C:26](=[O:27])[C:25]4[C:24]([OH:28])=[CH:23][C:22]([OH:29])=[CH:21][C:20]=4[O:19][C:18]=3[C:30]3[CH:31]=[CH:32][C:33]([OH:37])=[C:34]([OH:36])[CH:35]=3)[C@H:13]([OH:38])[C@@H:12]([OH:39])[C@@H:11]2[OH:40])[C@H:5]([OH:41])[C@H:4]([OH:42])[C@H:3]1[OH:43].[CH3:44][C:45]([CH3:47])=[O:46].ClC(OC)=O>CN(C)C=O>[CH3:1][C@@H:2]1[O:7][C@@H:6]([O:8][CH2:9][C@H:10]2[O:15][C@@H:14]([O:16][C:17]3[C:26](=[O:27])[C:25]4[C:24]([OH:28])=[CH:23][C:22]([OH:29])=[CH:21][C:20]=4[O:19][C:18]=3[C:30]3[CH:31]=[CH:32][C:33]([OH:37])=[C:34]([OH:36])[CH:35]=3)[C@H:13]([OH:38])[C@@H:12]([OH:39])[C@@H:11]2[OH:40])[C@H:5]([OH:41])[C@H:4]([OH:42])[C@H:3]1[OH:43].[CH2-:44][C:45]([CH3:47])=[O:46] |f:4.5|. Starting materials: CC(=O)C (acetone), ClC(=O)OC (methyl chloroformate), C[C@H]1[C@@H]([C@H]([C@H]([C@@H](O1)OC[C@@H]2[C@H]([C@@H]([C@H]([C@@H](O2)OC3=C(OC=4C=C(C=C(C4C3=O)O)O)C=5C=CC(=C(C5)O)O)O)O)O)O)O)O (rutin). Solvent: CN(C=O)C (dimethylformamide).